From a dataset of the Open Reaction Database (ORD), a public repository of structured organic reaction records. describe an organic reaction: reactants, conditions, products, and yield The reactants are CON(C(C1=CC(=CC=C1)C)=O)C (N-methoxy-N,3-dimethylbenzamide), C1(CC1)[Mg]Br (cyclopropylmagnesium bromide). Run in C1CCOC1 (THF). Reaction conditions: time 4 hour. Yields the product C1(CC1)C(=O)C=1C=C(C=CC1)C (cyclopropyl(m-tolyl)methanone). Yield: 99.9%. As a reaction SMILES: CON(C)[C:4](=[O:12])[C:5]1[CH:10]=[CH:9][CH:8]=[C:7]([CH3:11])[CH:6]=1.[CH:14]1([Mg]Br)[CH2:16][CH2:15]1>C1COCC1>[CH:14]1([C:4]([C:5]2[CH:6]=[C:7]([CH3:11])[CH:8]=[CH:9][CH:10]=2)=[O:12])[CH2:16][CH2:15]1. Reported procedure: To a solution of N-methoxy-N,3-dimethylbenzamide (2.86 g, 16 mmol) in THF (50 mL) was added cyclopropylmagnesium bromide (2 N in THF, 40 mmol, 20 mL) dropwise at 0° C. After addition, the reaction mixture was stirred for 4 hours at room temperature and quenched with 30 mL of aqueous NH4Cl. The aqueous phase was separated and extracted with ethyl acetate (50 mL×2). The combined organic phase was washed with water (50 mL), brine (50 mL), dried over Na2SO4, filtered, and concentrated to give crude ...